Dataset: the Open Reaction Database (ORD), a public repository of structured organic reaction records. Task: describe an organic reaction: reactants, conditions, products, and yield Starting materials: C[Si](C)(C)[N-][Si](C)(C)C, COC(=O)C1CCC(=O)N1, COC(=O)Cl, [Li+], C1CCOC1. Yields the product COC(=O)C1CCC(=O)N1C(=O)OC. Reaction SMILES: [CH3:11][Si:12]([N-:13][Si:14]([CH3:15])([CH3:16])[CH3:17])([CH3:18])[CH3:19].[CH3:1][O:2][C:3](=[O:4])[CH:5]1[CH2:6][CH2:7][C:8](=[O:10])[NH:9]1.[Cl:21][C:22](=[O:23])[O:24][CH3:25].[Li+:20].[O:26]1[CH2:27][CH2:28][CH2:29][CH2:30]1>>[CH3:1][O:2][C:3](=[O:4])[CH:5]1[CH2:6][CH2:7][C:8](=[O:10])[N:9]1[C:22](=[O:23])[O:24][CH3:25]. Starting materials: NC=1SC2=C(N1)C=CC(=C2)OC(F)(F)F (2-amino-6-trifluoromethoxybenzothiazole), BrCCO (2-bromoethanol), FC(C(=O)N=C1SC2=C(N1CCO)C=CC(=C2)OC(F)(F)F)(F)F (2-(2-trifluoroacetylimino-6-trifluoromethoxy-3-benzothiazolinyl)ethanol). Run in C(C)O (ethanol). Run at temperature 20 celsius. Yields the product Br.N=C1SC2=C(N1CCO)C=CC(=C2)OC(F)(F)F (2-(2-imino-6-trifluoromethoxy-3-benzothiazolinyl)ethanol hydrobromide). As a reaction SMILES: FC(F)(F)C([N:5]=[C:6]1[N:10]([CH2:11][CH2:12][OH:13])[C:9]2[CH:14]=[CH:15][C:16]([O:18][C:19]([F:22])([F:21])[F:20])=[CH:17][C:8]=2[S:7]1)=O.NC1SC2C=C(OC(F)(F)F)C=CC=2N=1.[Br:40]CCO>C(O)C>[BrH:40].[NH:5]=[C:6]1[N:10]([CH2:11][CH2:12][OH:13])[C:9]2[CH:14]=[CH:15][C:16]([O:18][C:19]([F:22])([F:20])[F:21])=[CH:17][C:8]=2[S:7]1 |f:4.5|. Reported procedure: The 2-(2-imino-6-trifluoromethoxy-3-benzothiazolinyl)ethanol may be prepared according to the following process: 9.4 g of 2-amino-6-trifluoromethoxybenzothiazole and 10 g of 2-bromoethanol in 30 cm3 of absolute ethanol are heated at boiling temperature for 95 hours. The mixture is then cooled to a temperature in the region of 20° C. The precipitate formed is filtered and washed with 100 cm3 of ethyl ether. 6.4 g of 2-(2-imino-6-trifluoromethoxy-3-benzothiazolinyl)ethanol hydrobromide with a melt...